This data is from the Open Reaction Database (ORD), a public repository of structured organic reaction records. The task is: describe an organic reaction: reactants, conditions, products, and yield Yields the product CCCCCCCCC=CCCCCCCCCn1c(=O)c2c(ncn2C)n(C)c1=O. The reactants are CCCCCCCCC=CCCCCCCCCBr, CS(C)=O, [H-], [Na+], O, Cn1cnc2c1c(=O)[nH]c(=O)n2C. Reaction SMILES: [Br:16][CH2:17][CH2:18][CH2:19][CH2:20][CH2:21][CH2:22][CH2:23][CH2:24][CH:25]=[CH:26][CH2:27][CH2:28][CH2:29][CH2:30][CH2:31][CH2:32][CH2:33][CH3:34].[CH3:36][S:37]([CH3:38])=[O:39].[H-:1].[Na+:2].[OH2:35].[nH:3]1[c:4](=[O:5])[n:6]([CH3:7])[c:8]2[n:9][cH:10][n:11]([CH3:12])[c:13]2[c:14]1=[O:15]>>[n:3]1([CH2:17][CH2:18][CH2:19][CH2:20][CH2:21][CH2:22][CH2:23][CH2:24][CH:25]=[CH:26][CH2:27][CH2:28][CH2:29][CH2:30][CH2:31][CH2:32][CH2:33][CH3:34])[c:4](=[O:5])[n:6]([CH3:7])[c:8]2[n:9][cH:10][n:11]([CH3:12])[c:13]2[c:14]1=[O:15]. The reactants are COC(=O)c1ncc(Cl)nc1NCc1ccc(OC)c(Cl)c1, CC(C)(C)[O-], [K+], C1CCOC1, OCc1ccccn1, O=C(O)CC(O)(CC(=O)O)C(=O)O. Product: COC(=O)c1ncc(OCc2ccccn2)nc1NCc1ccc(OC)c(Cl)c1. RXN SMILES: [CH3:1][O:2][C:3](=[O:4])[c:5]1[n:6][cH:7][c:8]([Cl:22])[n:9][c:10]1[NH:11][CH2:12][c:13]1[cH:14][c:15]([Cl:21])[c:16]([O:19][CH3:20])[cH:17][cH:18]1.[CH3:31][C:32]([CH3:33])([O-:34])[CH3:35].[K+:36].[O:50]1[CH2:51][CH2:52][CH2:53][CH2:54]1.[OH:23][CH2:24][c:25]1[n:26][cH:27][cH:28][cH:29][cH:30]1.[OH:37][C:38]([CH2:39][C:40]([C:41](=[O:42])[OH:43])([CH2:44][C:45](=[O:46])[OH:47])[OH:48])=[O:49]>>[CH3:1][O:2][C:3](=[O:4])[c:5]1[n:6][cH:7][c:8]([O:23][CH2:24][c:25]2[n:26][cH:27][cH:28][cH:29][cH:30]2)[n:9][c:10]1[NH:11][CH2:12][c:13]1[cH:14][c:15]([Cl:21])[c:16]([O:19][CH3:20])[cH:17][cH:18]1. The reactants are C[Mg]Br (Methylmagnesium bromide), FC=1C=CC(=NC1)C1=CC=C(C(=O)N(C)OC)C=C1 (4-(5-fluoropyridin-2-yl)-N-methoxy-N-methylbenzamide). The solvent is O1CCCC1 (tetrahydrofuran). Conditions: temperature 0 celsius, time 30 minute. Yields the product FC=1C=CC(=NC1)C1=CC=C(C=C1)C(C)=O (1-[4-(5-fluoropyridin-2-yl)phenyl]ethanone). RXN SMILES: [CH3:1][Mg]Br.[F:4][C:5]1[CH:6]=[CH:7][C:8]([C:11]2[CH:22]=[CH:21][C:14]([C:15](N(OC)C)=[O:16])=[CH:13][CH:12]=2)=[N:9][CH:10]=1>O1CCCC1>[F:4][C:5]1[CH:6]=[CH:7][C:8]([C:11]2[CH:22]=[CH:21][C:14]([C:15](=[O:16])[CH3:1])=[CH:13][CH:12]=2)=[N:9][CH:10]=1. Procedure: Methylmagnesium bromide (3 M in tetrahydrofuran) (2.1 mL, 6.2 mmol) was added to a −78° C. solution of 4-(5-fluoropyridin-2-yl)-N-methoxy-N-methylbenzamide (800 mg, 3.1 mmol) in tetrahydrofuran (20 mL). After stirring at 0° C. for 30 min, the reaction mixture was quenched with methanol and saturated aqueous ammonium chloride. The organic layer was dried (magnesium sulfate) and concentrated in vacuo. Chromatography over silica eluting with 0-15% ethyl acetate/hexane afforded the title compound. Reactants: C(C1=CC=CC=C1)N1CCN(CC(C1)([N+](=O)[O-])CC1=CC=CC=C1)CC1=CC=CC=C1 (1,4-Dibenzyl-6-benzyl-6-nitro-1,4-diazepane), C(=O)[O-].[NH4+] (ammonium formate). Reagents/catalysts: [Pd] (Pd—C). Solvent: CO (methanol). Run at temperature 60 celsius, time 1 hour. Yields the product C(C1=CC=CC=C1)C1(CNCCNC1)N (6-Benzyl-1,4-diazepan-6-ylamine). Reaction SMILES: C([N:8]1[CH2:14][C:13]([CH2:18][C:19]2[CH:24]=[CH:23][CH:22]=[CH:21][CH:20]=2)([N+:15]([O-])=O)[CH2:12][N:11](CC2C=CC=CC=2)[CH2:10][CH2:9]1)C1C=CC=CC=1.C([O-])=O.[NH4+]>CO.[Pd]>[CH2:18]([C:13]1([NH2:15])[CH2:14][NH:8][CH2:9][CH2:10][NH:11][CH2:12]1)[C:19]1[CH:20]=[CH:21][CH:22]=[CH:23][CH:24]=1 |f:1.2|. Procedure details: Pd—C 10% was added to a solution of 5 (200 mg, 0.27 mmol) and ammonium formate (0.75 g, 12.0 mmol) in methanol (10.0 mL) and the mixture was stirred at 60° C. for 1 h. The catalyst was removed and the methanolic solution was concentrated to give the amine 6 as an oil, which was dried under vacuum to give a foamy solid. Yield: 95 mg (92%).